This data is from the Open Reaction Database (ORD), a public repository of structured organic reaction records. The task is: describe an organic reaction: reactants, conditions, products, and yield Starting materials: CC(C)(C)O, CC12CCC3C(CCC4=CC(=O)CCC43CO)C1CCC2=O. The product is CC12CCC3C(C=CC4=CC(=O)CCC43CO)C1CCC2=O. Reaction SMILES: [C:23]([OH:24])([CH3:25])([CH3:26])[CH3:27].[OH:1][CH2:2][C:3]12[CH2:4][CH2:5][C:6](=[O:22])[CH:7]=[C:8]1[CH2:9][CH2:10][CH:11]1[CH:12]3[CH2:13][CH2:14][C:15](=[O:21])[C:16]3([CH3:17])[CH2:18][CH2:19][CH:20]21>>[OH:1][CH2:2][C:3]12[CH2:4][CH2:5][C:6](=[O:22])[CH:7]=[C:8]1[CH:9]=[CH:10][CH:11]1[CH:12]3[CH2:13][CH2:14][C:15](=[O:21])[C:16]3([CH3:17])[CH2:18][CH2:19][CH:20]21. The reactants are ClC(Cl)Cl, O=S(=O)(Cl)C=Cc1ccc(F)cc1, O=C1OC(c2ccccc2)(c2ccccc2)C2CNCCN12, c1ccncc1. Yields the product O=C1OC(c2ccccc2)(c2ccccc2)C2CN(S(=O)(=O)C=Cc3ccc(F)cc3)CCN12. Reaction SMILES: [CH:42]([Cl:43])([Cl:44])[Cl:45].[F:29][c:30]1[cH:31][cH:32][c:33]([CH:36]=[CH:37][S:38](=[O:39])(=[O:40])[Cl:41])[cH:34][cH:35]1.[c:1]1([C:7]2([c:17]3[cH:18][cH:19][cH:20][cH:21][cH:22]3)[O:8][C:9](=[O:16])[N:10]3[CH:11]2[CH2:12][NH:13][CH2:14][CH2:15]3)[cH:2][cH:3][cH:4][cH:5][cH:6]1.[cH:23]1[cH:24][cH:25][n:26][cH:27][cH:28]1>>[c:1]1([C:7]2([c:17]3[cH:18][cH:19][cH:20][cH:21][cH:22]3)[O:8][C:9](=[O:16])[N:10]3[CH:11]2[CH2:12][N:13]([S:38]([CH:37]=[CH:36][c:33]2[cH:32][cH:31][c:30]([F:29])[cH:35][cH:34]2)(=[O:39])=[O:40])[CH2:14][CH2:15]3)[cH:2][cH:3][cH:4][cH:5][cH:6]1. Starting materials: OCc1ccc(Br)cc1, CN(C)C=O, Cc1cccc(F)n1, [H-], [Na+]. Product: Cc1cccc(OCc2ccc(Br)cc2)n1. Reaction SMILES: [Br:1][c:2]1[cH:3][cH:4][c:5]([CH2:8][OH:9])[cH:6][cH:7]1.[CH3:20][N:21]([CH3:22])[CH:23]=[O:24].[F:12][c:13]1[n:14][c:15]([CH3:19])[cH:16][cH:17][cH:18]1.[H-:10].[Na+:11]>>[Br:1][c:2]1[cH:3][cH:4][c:5]([CH2:8][O:9][c:13]2[n:14][c:15]([CH3:19])[cH:16][cH:17][cH:18]2)[cH:6][cH:7]1. The reactants are O=C(NCc1ccc(Cl)cc1)c1cn(CSc2ccccc2)c2ccc(CN3CCOCC3)cc2c1=O, O=C(OO)c1cccc(Cl)c1, ClCCl, O, Cc1ccc(S(=O)(=O)O)cc1. Yields the product O=C(NCc1ccc(Cl)cc1)c1cn(CS(=O)c2ccccc2)c2ccc(CN3CCOCC3)cc2c1=O. Reaction SMILES: [Cl:1][c:2]1[cH:3][cH:4][c:5]([CH2:6][NH:7][C:8](=[O:9])[c:10]2[cH:11][n:12]([CH2:28][S:29][c:30]3[cH:31][cH:32][cH:33][cH:34][cH:35]3)[c:13]3[cH:14][cH:15][c:16]([CH2:21][N:22]4[CH2:23][CH2:24][O:25][CH2:26][CH2:27]4)[cH:17][c:18]3[c:19]2=[O:20])[cH:36][cH:37]1.[Cl:50][c:51]1[cH:52][c:53]([C:57]([O:58][OH:59])=[O:60])[cH:54][cH:55][cH:56]1.[Cl:61][CH2:62][Cl:63].[OH2:38].[c:39]1([CH3:40])[cH:41][cH:42][c:43]([S:44]([OH:45])(=[O:46])=[O:47])[cH:48][cH:49]1>>[Cl:1][c:2]1[cH:3][cH:4][c:5]([CH2:6][NH:7][C:8](=[O:9])[c:10]2[cH:11][n:12]([CH2:28][S:29]([c:30]3[cH:31][cH:32][cH:33][cH:34][cH:35]3)=[O:46])[c:13]3[cH:14][cH:15][c:16]([CH2:21][N:22]4[CH2:23][CH2:24][O:25][CH2:26][CH2:27]4)[cH:17][c:18]3[c:19]2=[O:20])[cH:36][cH:37]1. Starting materials: OC1=C(C=CC=C1)O (1,2-dihydroxybenzene), C(C=1C(C(=O)Cl)=CC=CC1)(=O)Cl (phthalic acid dichloride). Solvent: CCO (EtOH). Yields the product OC1=C(C=CC=2C(C3=CC=CC=C3C(C12)=O)=O)O (1,2-dihydroxy-9,10-anthraquinone). Yield: 55.0%. RXN SMILES: [OH:1][C:2]1[CH:7]=[CH:6][CH:5]=[CH:4][C:3]=1[OH:8].[C:9](Cl)(=[O:19])[C:10]1[C:11](=[CH:15][CH:16]=[CH:17][CH:18]=1)[C:12](Cl)=[O:13]>CCO>[OH:1][C:2]1[C:7]2[C:12](=[O:13])[C:11]3[C:10](=[CH:18][CH:17]=[CH:16][CH:15]=3)[C:9](=[O:19])[C:6]=2[CH:5]=[CH:4][C:3]=1[OH:8]. Procedure: The method was similar to Example 1, using 11.0 g (0.1 mol) of 1,2-dihydroxybenzene and 20.2 g (0.1 mol) of phthalic acid dichloride. The product was 13.2 g (55% yield) of 1,2-dihydroxy-9,10-anthraquinone (8), m.p.=288°-289° C. (literature 288°-289° C. EtOH). Reactants: CC(C)(C)[O-], CS(C)=O, Cc1c(C(=O)c2cnn(C(C)(C)C)c2O)ccc(S(C)(=O)=O)c1C1=NOC(CCl)C1, Cl, [K+]. Yields the product Cc1c(C(=O)c2cnn(C(C)(C)C)c2O)ccc(S(C)(=O)=O)c1C1=NOC2CC12. RXN SMILES: [CH3:1][C:2]([CH3:3])([O-:4])[CH3:5].[CH3:38][S:39](=[O:40])[CH3:41].[CH3:7][c:8]1[c:9]([C:10](=[O:11])[c:12]2[cH:13][n:14][n:15]([C:18]([CH3:19])([CH3:20])[CH3:21])[c:16]2[OH:17])[cH:22][cH:23][c:24]([S:33](=[O:34])(=[O:35])[CH3:36])[c:25]1[C:26]1=[N:27][O:28][CH:29]([CH2:31][Cl:32])[CH2:30]1.[ClH:37].[K+:6]>>[CH3:7][c:8]1[c:9]([C:10](=[O:11])[c:12]2[cH:13][n:14][n:15]([C:18]([CH3:19])([CH3:20])[CH3:21])[c:16]2[OH:17])[cH:22][cH:23][c:24]([S:33](=[O:34])(=[O:35])[CH3:36])[c:25]1[C:26]1=[N:27][O:28][CH:29]2[CH:30]1[CH2:31]2.